This data is from the Open Reaction Database (ORD), a public repository of structured organic reaction records. The task is: describe an organic reaction: reactants, conditions, products, and yield Starting materials: CCOC(=O)C(C)(C)Oc1ccc(OCCn2c(=O)sc3cc(C(=NOC)c4ccccc4)ccc32)cc1, CCO, Cl, [K+], [OH-]. Yields the product CON=C(c1ccccc1)c1ccc2c(c1)sc(=O)n2CCOc1ccc(OC(C)(C)C(=O)O)cc1. As a reaction SMILES: [CH3:1][O:2][N:3]=[C:4]([c:5]1[cH:6][c:7]2[c:8]([n:9]([CH2:13][CH2:14][O:15][c:16]3[cH:17][cH:18][c:19]([O:20][C:21]([C:22](=[O:23])[O:24][CH2:25][CH3:26])([CH3:27])[CH3:28])[cH:29][cH:30]3)[c:10](=[O:12])[s:11]2)[cH:31][cH:32]1)[c:33]1[cH:34][cH:35][cH:36][cH:37][cH:38]1.[CH3:42][CH2:43][OH:44].[ClH:41].[K+:40].[OH-:39]>>[CH3:1][O:2][N:3]=[C:4]([c:5]1[cH:6][c:7]2[c:8]([n:9]([CH2:13][CH2:14][O:15][c:16]3[cH:17][cH:18][c:19]([O:20][C:21]([C:22](=[O:23])[OH:24])([CH3:27])[CH3:28])[cH:29][cH:30]3)[c:10](=[O:12])[s:11]2)[cH:31][cH:32]1)[c:33]1[cH:34][cH:35][cH:36][cH:37][cH:38]1. Conditions: time 30 minute. As a reaction SMILES: [F:1][C:2]1[C:7]([CH:8]([CH3:11])[CH2:9][OH:10])=[C:6]([F:12])[C:5]([F:13])=[C:4]([F:14])[C:3]=1[F:15].S(=O)(=O)(O)[OH:17].[Mn]([O-])(=O)(=O)=O.[K+].S(=O)(O)[O-].[Na+]>CC(C)=O>[F:1][C:2]1[C:7]([CH:8]([CH3:11])[C:9]([OH:17])=[O:10])=[C:6]([F:12])[C:5]([F:13])=[C:4]([F:14])[C:3]=1[F:15] |f:2.3,4.5|. The product is FC1=C(C(=C(C(=C1C(C(=O)O)C)F)F)F)F ((-)-2-(pentafluorophenyl)propionic acid). Procedure details: To a vigorously stirred mixture of 9.05 g of (+)-2-(pentafluorophenyl)-1-propanol, 25 ml of acetone and 100 ml of 3N sulfuric acid, was added portionwise 12.6 g of potassium permanganate over six hours. After the mixture was further stirred for 30 minutes, this reaction mixture was poured into 150 ml of an aqueous solution of 15% sodium bisulfite, and extracted with ethyl acetate. The organic layer was extracted with an aqueous solution of 5% potassium carbonate. This aqueous layer was acidified... The reactants are aqueous solution, S([O-])(O)=O.[Na+] (sodium bisulfite), FC1=C(C(=C(C(=C1C(CO)C)F)F)F)F ((+)-2-(pentafluorophenyl)-1-propanol), S(O)(O)(=O)=O (sulfuric acid), [Mn](=O)(=O)(=O)[O-].[K+] (potassium permanganate). The solvent is CC(=O)C (acetone).